Task: describe an organic reaction: reactants, conditions, products, and yield. Dataset: the Open Reaction Database (ORD), a public repository of structured organic reaction records Reactants: CCOC(C)=O, CCCCCCCCC=CCCCCCCCCNC(=O)OC(CCCO)COCC=C(C)CCC=C(C)C, CCCCCC, CC(C)=O, O. The product is CCCCCCCCC=CCCCCCCCCNC(=O)OC(CCC(=O)O)COCC=C(C)CCC=C(C)C. RXN SMILES: [C:47]([O:48][CH2:50][CH3:51])(=[O:49])[CH3:52].[CH3:1][C:2](=[CH:3][CH2:4][O:5][CH2:6][CH:7]([CH2:8][CH2:9][CH2:10][OH:11])[O:12][C:13]([NH:14][CH2:15][CH2:16][CH2:17][CH2:18][CH2:19][CH2:20][CH2:21][CH2:22][CH:23]=[CH:24][CH2:25][CH2:26][CH2:27][CH2:28][CH2:29][CH2:30][CH2:31][CH3:32])=[O:33])[CH2:34][CH2:35][CH:36]=[C:37]([CH3:38])[CH3:39].[CH3:41][CH2:42][CH2:43][CH2:44][CH2:45][CH3:46].[CH3:53][C:54](=[O:55])[CH3:56].[OH2:40]>>[CH3:1][C:2](=[CH:3][CH2:4][O:5][CH2:6][CH:7]([CH2:8][CH2:9][C:10](=[O:11])[OH:49])[O:12][C:13]([NH:14][CH2:15][CH2:16][CH2:17][CH2:18][CH2:19][CH2:20][CH2:21][CH2:22][CH:23]=[CH:24][CH2:25][CH2:26][CH2:27][CH2:28][CH2:29][CH2:30][CH2:31][CH3:32])=[O:33])[CH2:34][CH2:35][CH:36]=[C:37]([CH3:38])[CH3:39]. The reactants are CC(=O)O, [NH4+], [OH-], O, O=S(=O)(O)O, OC1c2cc(Cl)ccc2OCC1n1ccnc1. Yields the product Clc1ccc2c(c1)C=C(n1ccnc1)CO2. As a reaction SMILES: [CH3:18][C:19](=[O:20])[OH:21].[NH4+:28].[OH-:27].[OH2:29].[S:22](=[O:23])(=[O:24])([OH:25])[OH:26].[n:1]1([CH:6]2[CH2:7][O:8][c:9]3[c:10]([cH:13][c:14]([Cl:17])[cH:15][cH:16]3)[CH:11]2[OH:12])[cH:2][n:3][cH:4][cH:5]1>>[n:1]1([C:6]2=[CH:11][c:10]3[c:9]([cH:16][cH:15][c:14]([Cl:17])[cH:13]3)[O:8][CH2:7]2)[cH:2][n:3][cH:4][cH:5]1. Run in CC1=CC=CC=C1 (methylbenzene). As a reaction SMILES: [Cl:1][C:2]1[N:10]=[CH:9][N:8]=[C:7]2[C:3]=1[N:4]([CH2:25][C:26]1[CH:31]=[CH:30][C:29]([F:32])=[CH:28][CH:27]=1)[C:5]([CH2:11][CH:12]1[CH2:17][CH2:16][N:15](CC3C=CC=CC=3)[CH2:14][CH2:13]1)=[N:6]2.[C:33](Cl)(=[O:37])[O:34][CH2:35][CH3:36].[OH-].[NH4+]>CC1C=CC=CC=1>[Cl:1][C:2]1[N:10]=[CH:9][N:8]=[C:7]2[C:3]=1[N:4]([CH2:25][C:26]1[CH:27]=[CH:28][C:29]([F:32])=[CH:30][CH:31]=1)[C:5]([CH2:11][CH:12]1[CH2:13][CH2:14][N:15]([C:33]([O:34][CH2:35][CH3:36])=[O:37])[CH2:16][CH2:17]1)=[N:6]2 |f:2.3|. Run at time 2 hour. Reactants: [OH-].[NH4+] (ammonium hydroxide), 16, ClC1=C2N(C(=NC2=NC=N1)CC1CCN(CC1)CC1=CC=CC=C1)CC1=CC=C(C=C1)F (6-chloro-7-[(4-fluorophenyl)methyl]-8-[[1-(phenylmethyl)-4-piperidinyl]methyl]-7H-purine), C(OCC)(=O)Cl (ethyl carbonochloridate). The product is ClC1=C2N(C(=NC2=NC=N1)CC1CCN(CC1)C(=O)OCC)CC1=CC=C(C=C1)F (ethyl 4-[[6-chloro-7-[(4-fluorophenyl)methyl]-7H-purin-8-yl]methyl]-1-piperidinecarboxylate), compound 28. Procedure: A mixture of 16 parts of 6-chloro-7-[(4-fluorophenyl)methyl]-8-[[1-(phenylmethyl)-4-piperidinyl]methyl]-7H-purine, 4.65 parts of ethyl carbonochloridate and 180 parts of methylbenzene was stirred for 2 hours at reflux temperature. After cooling, the reaction mixture was treated with ammonium hydroxide and the product was extracted with methylbenzene. The extract was washed with water, dried, filtered and evaporated, yielding 18.7 parts (100%) of ethyl 4-[[6-chloro-7-[(4-fluorophenyl)methyl]-7H-p... The yield is 100.0%. Starting materials: C(C)(C)(C)OC(=O)N1C[C@@H](OC[C@@H]1[C@H]([C@H](CC1=CC(=CC=C1)O)NC(C)=O)O)OCC1(CCCC1)C ((2R,5R)-5-[(1S,2S)-2-acetylamino-1-hydroxy-3-(3-hydroxyphenyl)-propyl]-2-(1-methylcyclopentylmethoxy)-morpholine-4-carboxylic acid tert-butyl ester), FC(CBr)F (2,2-difluoro-1-bromoethane), C([O-])([O-])=O.[Cs+].[Cs+] (cesium carbonate). Run in CN(C=O)C (N,N-dimethylformamide), C(C)(=O)OCC (ethyl acetate). Run at temperature 60 celsius. Yields the product C(C)(C)(C)OC(=O)N1C[C@@H](OC[C@@H]1[C@H]([C@H](CC1=CC(=CC=C1)OCC(F)F)NC(C)=O)O)OCC1(CCCC1)C ((2R,5R)-5-{(1S,2S)-2-Acetylamino-3-[3-(2,2-difluoroethoxy)-phenyl]-1-hydroxypropyl}-2-(1-methylcyclopentylmethoxy)-morpholine-4-carboxylic acid tert-butyl ester). As a reaction SMILES: [C:1]([O:5][C:6]([N:8]1[C@@H:13]([C@@H:14]([OH:28])[C@@H:15]([NH:24][C:25](=[O:27])[CH3:26])[CH2:16][C:17]2[CH:22]=[CH:21][CH:20]=[C:19]([OH:23])[CH:18]=2)[CH2:12][O:11][C@@H:10]([O:29][CH2:30][C:31]2([CH3:36])[CH2:35][CH2:34][CH2:33][CH2:32]2)[CH2:9]1)=[O:7])([CH3:4])([CH3:3])[CH3:2].[F:37][CH:38]([F:41])[CH2:39]Br.C(=O)([O-])[O-].[Cs+].[Cs+]>CN(C)C=O.C(OCC)(=O)C>[C:1]([O:5][C:6]([N:8]1[C@@H:13]([C@@H:14]([OH:28])[C@@H:15]([NH:24][C:25](=[O:27])[CH3:26])[CH2:16][C:17]2[CH:22]=[CH:21][CH:20]=[C:19]([O:23][CH2:39][CH:38]([F:41])[F:37])[CH:18]=2)[CH2:12][O:11][C@@H:10]([O:29][CH2:30][C:31]2([CH3:36])[CH2:32][CH2:33][CH2:34][CH2:35]2)[CH2:9]1)=[O:7])([CH3:2])([CH3:3])[CH3:4] |f:2.3.4|. Reported procedure: Dissolve (2R,5R)-5-[(1S,2S)-2-acetylamino-1-hydroxy-3-(3-hydroxyphenyl)-propyl]-2-(1-methylcyclopentylmethoxy)-morpholine-4-carboxylic acid tert-butyl ester (204 mg) and 2,2-difluoro-1-bromoethane (0.065 mL) and cesium carbonate (391 mg) in N,N-dimethylformamide (5 mL) and heat to 60° C. for 18 hours. Dilute with ethyl acetate, wash with saturated aqueous sodium chloride, dry and purify (silica gel chromatography, eluting with 1:1 ethyl acetate:dichloromethane), to give the desired compound (223... Run at temperature 110 celsius. Yields the product N1(N=CC=C1)C[C@@H]1COCC2=C(CN1S(=O)(=O)C=1C=CC=C3C=CC=NC13)C=CC=C2 ((R)-4-((1H-Pyrazol-1-yl)methyl)-5-(quinolin-8-ylsulfonyl)-3,4,5,6-tetrahydro-1H-benzo[f][1,4]oxazocine). Starting materials: CS(=O)(=O)OC[C@@H]1COCC2=C(CN1S(=O)(=O)C=1C=CC=C3C=CC=NC13)C=CC=C2 ((S)-(5-(Quinolin-8-ylsulfonyl)-3,4,5,6-tetrahydro-1H-benzo[f][1,4]oxazocin-4-yl)methyl methanesulfonate), CS(=O)C (DMSO), C(=O)([O-])[O-].[Cs+].[Cs+] (Cs2CO3), N1N=CC=C1 (1H-Pyrazole), ice water. Reported procedure: Compound 17a (100 mg, 0.21 mmol) was added to DMSO (1 mL) and Cs2CO3 (500 mg, 1.5 mmol). 1H-Pyrazole (70 mg, 1.0 mmol) was added in the mixture and sealed in a microwave tube. The mixture was heated to 110° C. for 30 min under microwave irradiation. The reaction mixture was poured into ice/water (50 mL) and extracted with EA (3×50 mL) and washed with brine (2×50 mL) and dried over anhydrous Na2SO4. The residue was purified by CC eluting with PE:EA=3:1 to give compound 17 as white solid (30 mg, 3... RXN SMILES: CS(O[CH2:6][C@H:7]1[N:14]([S:15]([C:18]2[CH:19]=[CH:20][CH:21]=[C:22]3[C:27]=2[N:26]=[CH:25][CH:24]=[CH:23]3)(=[O:17])=[O:16])[CH2:13][C:12]2[CH:28]=[CH:29][CH:30]=[CH:31][C:11]=2[CH2:10][O:9][CH2:8]1)(=O)=O.CS(C)=O.C([O-])([O-])=O.[Cs+].[Cs+].[NH:42]1[CH:46]=[CH:45][CH:44]=[N:43]1>CC(=O)OCC>[N:42]1([CH2:6][C@H:7]2[N:14]([S:15]([C:18]3[CH:19]=[CH:20][CH:21]=[C:22]4[C:27]=3[N:26]=[CH:25][CH:24]=[CH:23]4)(=[O:16])=[O:17])[CH2:13][C:12]3[CH:28]=[CH:29][CH:30]=[CH:31][C:11]=3[CH2:10][O:9][CH2:8]2)[CH:46]=[CH:45][CH:44]=[N:43]1 |f:2.3.4|. The solvent is CC(OCC)=O (EA). The yield is 32.9%. Starting materials: crude product, CC(=O)OC(=O)C (Ac2O), CC(=O)[O-].[Na+] (NaOAc), COC1=C(C=O)C=CC=C1 (2-methoxybenzaldehyde), C(CCC(=O)OCC)(=O)OCC (diethyl butanedioate), O([K])C(C)(C)C (KO-t-Bu). Solvent: O (water), CC(C)(C)O (t-BuOH), Cl (HCl). Conditions: time 2 hour. Yields the product COC=1C=CC=C2C(=CC(=CC12)C(=O)OCC)O (ethyl 8-methoxy-4-hydroxynaphthalene-2-carboxylate). The yield is 14.4%. As a reaction SMILES: [CH3:1][O:2][C:3]1[CH:10]=[CH:9][CH:8]=[CH:7][C:4]=1[CH:5]=O.[C:11](OCC)(=[O:19])[CH2:12][CH2:13][C:14]([O:16][CH2:17][CH3:18])=[O:15].O(C(C)(C)C)[K].CC(OC(C)=O)=O.CC([O-])=O.[Na+]>Cl.O.CC(O)(C)C>[CH3:1][O:2][C:3]1[CH:10]=[CH:9][CH:8]=[C:7]2[C:4]=1[CH:5]=[C:13]([C:14]([O:16][CH2:17][CH3:18])=[O:15])[CH:12]=[C:11]2[OH:19] |f:4.5|. Procedure details: To a 250 mL round bottom flask were added 2-methoxybenzaldehyde (2.0 g, 14.7 mmol), diethyl butanedioate (6.4 g, 36.7 mmol) and t-BuOH (35 mL). KO-t-Bu (3.3 g, 29.4 mmol) was added in portions. The reaction mixture was stirred at room temperature for 2 hours and then diluted with 0.5 N HCl (120 mL) and extracted with EtOAc. The organic layer was back extracted with 5% KOH (60 mL). Aqueous layer was acidified with 1N HCl and extracted with EtOAc. Organic layer was washed with brine, dried over so... Reactants: CC(C)(C)OC(=O)NC1CCCC(C(N)=O)C1, O=P(Cl)(Cl)Cl, c1ccncc1, c1c[nH]cn1. Product: CC(C)(C)OC(=O)NC1CCCC(C#N)C1. Reaction SMILES: [C:11]([CH3:12])([CH3:13])([CH3:14])[O:15][C:16]([NH:17][CH:18]1[CH2:19][CH:20]([C:24]([NH2:25])=[O:26])[CH2:21][CH2:22][CH2:23]1)=[O:27].[P:1]([Cl:2])([Cl:3])([Cl:4])=[O:5].[cH:28]1[cH:29][cH:30][n:31][cH:32][cH:33]1.[nH:6]1[cH:7][cH:8][n:9][cH:10]1>>[C:11]([CH3:12])([CH3:13])([CH3:14])[O:15][C:16]([NH:17][CH:18]1[CH2:19][CH:20]([C:24]#[N:25])[CH2:21][CH2:22][CH2:23]1)=[O:27]. The reactants are CO, O=[N+]([O-])c1ccc(-c2ccc(OC3CN4CCC3CC4)cc2)cc1. Reaction SMILES: [CH3:25][OH:26].[N+:1]([O-:2])(=[O:3])[c:4]1[cH:5][cH:6][c:7](-[c:10]2[cH:11][cH:12][c:13]([O:16][CH:17]3[CH2:18][N:19]4[CH2:20][CH2:21][CH:22]3[CH2:23][CH2:24]4)[cH:14][cH:15]2)[cH:8][cH:9]1>>[NH2:1][c:4]1[cH:5][cH:6][c:7](-[c:10]2[cH:11][cH:12][c:13]([O:16][CH:17]3[CH2:18][N:19]4[CH2:20][CH2:21][CH:22]3[CH2:23][CH2:24]4)[cH:14][cH:15]2)[cH:8][cH:9]1. Yields the product Nc1ccc(-c2ccc(OC3CN4CCC3CC4)cc2)cc1. Starting materials: CCCCCN1C(=O)C(C)(C)c2cc3[nH]c(CCl)nc3cc21, O=C(OO)c1cccc(Cl)c1, ClCCl, [H-], [Na+], Sc1ccccc1. Yields the product CCCCCN1C(=O)C(C)(C)c2cc3[nH]c(CS(=O)c4ccccc4)nc3cc21. RXN SMILES: [Cl:10][CH2:11][c:12]1[n:13][c:14]2[c:15]([cH:16][c:17]3[c:21]([cH:22]2)[N:20]([CH2:23][CH2:24][CH2:25][CH2:26][CH3:27])[C:19](=[O:28])[C:18]3([CH3:29])[CH3:30])[nH:31]1.[Cl:32][c:33]1[cH:34][c:35]([C:36]([O:37][OH:38])=[O:40])[cH:39][cH:41][cH:42]1.[Cl:43][CH2:44][Cl:45].[H-:9].[Na+:8].[SH:1][c:2]1[cH:3][cH:4][cH:5][cH:6][cH:7]1>>[S:1]([c:2]1[cH:3][cH:4][cH:5][cH:6][cH:7]1)([CH2:11][c:12]1[n:13][c:14]2[c:15]([cH:16][c:17]3[c:21]([cH:22]2)[N:20]([CH2:23][CH2:24][CH2:25][CH2:26][CH3:27])[C:19](=[O:28])[C:18]3([CH3:29])[CH3:30])[nH:31]1)=[O:40]. The reactants are [H-].[Na+] (sodium hydride), COC1=C(C=C(C=C1)OC)CCC=1C=C2C(NC=NC2=CC1)=O (6-[2-(2,5-dimethoxyphenyl)ethyl]-4-quinazolinone), CI (methyl iodide). Run in CN(C=O)C (dimethylformamide). Conditions: time 30 minute. Product: COC1=C(C=C(C=C1)OC)CCC=1C=C2C(N(C=NC2=CC1)C)=O (6-[2-(2,5-Dimethoxyphenyl)ethyl]-3-methyl-4quinazolinone). RXN SMILES: [CH3:1][O:2][C:3]1[CH:8]=[CH:7][C:6]([O:9][CH3:10])=[CH:5][C:4]=1[CH2:11][CH2:12][C:13]1[CH:14]=[C:15]2[C:20](=[CH:21][CH:22]=1)[N:19]=[CH:18][NH:17][C:16]2=[O:23].[H-].[Na+].[CH3:26]I>CN(C)C=O>[CH3:1][O:2][C:3]1[CH:8]=[CH:7][C:6]([O:9][CH3:10])=[CH:5][C:4]=1[CH2:11][CH2:12][C:13]1[CH:14]=[C:15]2[C:20](=[CH:21][CH:22]=1)[N:19]=[CH:18][N:17]([CH3:26])[C:16]2=[O:23] |f:1.2|. Procedure: 34 mg of 6-[2-(2,5-dimethoxyphenyl)ethyl]-4-quinazolinone are dissolved in 4 ml of dimethylformamide and treated with 4 mg of sodium hydride (80% in mineral oil). After stirring for 30 minutes, 0.1 ml of methyl iodide are added, and stirring is continued for 1 hour. The mixture is poured onto water and extracted with ethyl acetate. The combined organic layers are dried over magnesium sulfate and concentrated in vacuo. Silica gel chromatography (cyclohexane/ethyl acetate=1/2) of the residue gives...